From a dataset of the Open Reaction Database (ORD), a public repository of structured organic reaction records. describe an organic reaction: reactants, conditions, products, and yield Starting materials: CCNCC, C=O, ClCCl, CCOC(=O)C(Cc1cnc(N(C(=O)OC(C)(C)C)C(=O)OC(C)(C)C)c(C)c1)C(=O)O, CCOC(C)=O. The product is C=C(Cc1cnc(N(C(=O)OC(C)(C)C)C(=O)OC(C)(C)C)c(C)c1)C(=O)OCC. Reaction SMILES: [CH2:1]([NH:2][CH2:3][CH3:4])[CH3:5].[CH2:38]=[O:39].[CH2:46]([Cl:47])[Cl:48].[CH2:6]([CH3:7])[O:8][C:9]([CH:10]([C:11]([OH:12])=[O:13])[CH2:14][c:15]1[cH:16][n:17][c:18]([N:22]([C:23](=[O:24])[O:25][C:26]([CH3:27])([CH3:28])[CH3:29])[C:30](=[O:31])[O:32][C:33]([CH3:34])([CH3:35])[CH3:36])[c:19]([CH3:21])[cH:20]1)=[O:37].[CH3:40][CH2:41][O:42][C:43](=[O:44])[CH3:45]>>[CH2:6]([CH3:7])[O:8][C:9]([C:10](=[CH2:11])[CH2:14][c:15]1[cH:16][n:17][c:18]([N:22]([C:23](=[O:24])[O:25][C:26]([CH3:27])([CH3:28])[CH3:29])[C:30](=[O:31])[O:32][C:33]([CH3:34])([CH3:35])[CH3:36])[c:19]([CH3:21])[cH:20]1)=[O:37]. The reactants are CC(COC=1C=C2CCN(C(C2=CC1)=O)CCCC1=CC=CC=C1)=C (6-(2-methyl-2-propenyloxy)-2-(3-phenylpropyl)-1-oxo-1,2,3,4-tetrahydroisoquinoline), O=[O+][O-] (ozone). Yields the product O=C(COC=1C=C2CCN(C(C2=CC1)=O)CCCC1=CC=CC=C1)C (6-(2-oxopropyloxy)-2-(3-phenylpropyl)-1-oxo-1,2,3,4-tetrahydroisoquinoline). As a reaction SMILES: C[C:2](=[CH2:25])[CH2:3][O:4][C:5]1[CH:6]=[C:7]2[C:12](=[CH:13][CH:14]=1)[C:11](=[O:15])[N:10]([CH2:16][CH2:17][CH2:18][C:19]1[CH:24]=[CH:23][CH:22]=[CH:21][CH:20]=1)[CH2:9][CH2:8]2.[O:26]=[O+][O-]>>[O:26]=[C:2]([CH3:25])[CH2:3][O:4][C:5]1[CH:6]=[C:7]2[C:12](=[CH:13][CH:14]=1)[C:11](=[O:15])[N:10]([CH2:16][CH2:17][CH2:18][C:19]1[CH:20]=[CH:21][CH:22]=[CH:23][CH:24]=1)[CH2:9][CH2:8]2. Reported procedure: Treatment of 6-(2-methyl-2-propenyloxy)-2-(3-phenylpropyl)-1-oxo-1,2,3,4-tetrahydroisoquinoline with ozone under conditions of ozonolysis described in example 1 yields 6-(2-oxopropyloxy)-2-(3-phenylpropyl)-1-oxo-1,2,3,4-tetrahydroisoquinoline.